Dataset: the Open Reaction Database (ORD), a public repository of structured organic reaction records. Task: describe an organic reaction: reactants, conditions, products, and yield The reactants are C(C(=O)C1=CC=CC=C1)N=[N+]=[N-] (phenacyl azide), Cl (HCl), CN1C(CC2=CC=CC=C12)=S (1-methyl-2-indolinethione), [H-].[Na+] (NaH). Solvent: C1CCOC1 (THF), C1CCOC1 (THF), C1CCOC1 (THF). Run at temperature 20 celsius, time 1 hour. Yields the product C(C1=CC=CC=C1)(=O)C1C(N(C2=CC=CC=C12)C)=S (3-benzoyl-1-methyl-2-indolinethione), XV. Reaction SMILES: [CH3:1][N:2]1[C:10]2[C:5](=[CH:6][CH:7]=[CH:8][CH:9]=2)[CH2:4][C:3]1=[S:11].[H-].[Na+].C(N=[N+]=[N-])[C:15]([C:17]1[CH:22]=[CH:21][CH:20]=[CH:19][CH:18]=1)=[O:16].Cl>C1COCC1>[C:15]([CH:4]1[C:5]2[C:10](=[CH:9][CH:8]=[CH:7][CH:6]=2)[N:2]([CH3:1])[C:3]1=[S:11])(=[O:16])[C:17]1[CH:22]=[CH:21][CH:20]=[CH:19][CH:18]=1 |f:1.2|. Procedure: A solution of 1-methyl-2-indolinethione (0.50 g, 3.06 mmol) in dry THF (3 mL) was added dropwise at 20° C. under N2 to a stirred suspension of NaH (0.13 g of a 60% w/w suspension in mineral oil, 3.37 mmol) in THF (2 mL). After gas evolution had ceased (5 minutes), a solution of the above phenacyl azide in THF (2 mL) was added dropwise, and the mixture was stirred at 20° C. for 1 hour, then poured into 6N HCl and extracted with EtOAc. The residue from the organic layer was chromatographed on sili...